Dataset: the Open Reaction Database (ORD), a public repository of structured organic reaction records. Task: describe an organic reaction: reactants, conditions, products, and yield The reactants are FC1=CC=2C3=C(NC2C=C1)C=CNC3=O (8-Fluoro-2,5-dihydro-1H-pyrido[4,3-b]indol-1-one), ClCC1=CC=C(C=C1)OC (1-(chloromethyl)-4-methoxybenzene), [H-].[Na+] (NaH). Run in CN(C)C=O (DMF). Product: FC1=CC=2C3=C(N(C2C=C1)CC1=CC=C(C=C1)OC)C=CNC3=O (8-fluoro-5-(4-methoxybenzyl)-2,5-dihydro-1H-pyrido[4,3-b]indol-1-one). Yield: 62.9%. RXN SMILES: [F:1][C:2]1[CH:10]=[CH:9][C:8]2[NH:7][C:6]3[CH:11]=[CH:12][NH:13][C:14](=[O:15])[C:5]=3[C:4]=2[CH:3]=1.Cl[CH2:17][C:18]1[CH:23]=[CH:22][C:21]([O:24][CH3:25])=[CH:20][CH:19]=1.[H-].[Na+]>CN(C=O)C>[F:1][C:2]1[CH:10]=[CH:9][C:8]2[N:7]([CH2:17][C:18]3[CH:23]=[CH:22][C:21]([O:24][CH3:25])=[CH:20][CH:19]=3)[C:6]3[CH:11]=[CH:12][NH:13][C:14](=[O:15])[C:5]=3[C:4]=2[CH:3]=1 |f:2.3|. Reported procedure: 8-Fluoro-2,5-dihydro-1H-pyrido[4,3-b]indol-1-one (I-64a: 0.15 g, 0.00074 mol) was reacted with 1-(chloromethyl)-4-methoxybenzene (0.14 g, 0.00092 mol), NaH (0.058 g, 0.058 mol) and DMF (10 mL) to afford the crude product. Purification by column chromatography on silica gel (1.5% methanol in DCM) afforded 0.15 g of the product (65.21% yield). Reported procedure: Following the procedure described in Example 8, the compound prepared in Example 67 was treated with trans-4-[(1S)-1-({[(2-methyl-2-propanyl)oxy]carbonyl}amino)ethyl]cyclohexanecarboxylic acid to give the title compound as a light brown solid. The product is ClC=1N=C(NC1C1=CC=C(C=C1)NC(=O)OC)[C@H]1N(C[C@H](C1)C1CCN(CC1)S(=O)(=O)C)C(=O)[C@@H]1CC[C@H](CC1)[C@H](C)NC(OC(C)(C)C)=O (2-methyl-2-propanyl {(1S)-1-[trans-4-({(2S,4R)-2-(4-chloro-5-{4-[(methoxycarbonyl)amino]phenyl}-1H-imidazol-2-yl)-4-[1-(methylsulfonyl)-4-piperidinyl]-1-pyrrolidinyl}carbonyl)cyclohexyl]ethyl}carbamate). As a reaction SMILES: Cl.[Cl:2][C:3]1[N:4]=[C:5]([C@@H:19]2[CH2:23][C@H:22]([CH:24]3[CH2:29][CH2:28][N:27]([S:30]([CH3:33])(=[O:32])=[O:31])[CH2:26][CH2:25]3)[CH2:21][NH:20]2)[NH:6][C:7]=1[C:8]1[CH:13]=[CH:12][C:11]([NH:14][C:15](=[O:18])[O:16][CH3:17])=[CH:10][CH:9]=1.[CH3:34][C:35]([O:38][C:39]([NH:41][C@H:42]([C@H:44]1[CH2:49][CH2:48][C@H:47]([C:50](O)=[O:51])[CH2:46][CH2:45]1)[CH3:43])=[O:40])([CH3:37])[CH3:36]>>[Cl:2][C:3]1[N:4]=[C:5]([C@@H:19]2[CH2:23][C@H:22]([CH:24]3[CH2:29][CH2:28][N:27]([S:30]([CH3:33])(=[O:32])=[O:31])[CH2:26][CH2:25]3)[CH2:21][N:20]2[C:50]([C@H:47]2[CH2:46][CH2:45][C@H:44]([C@@H:42]([NH:41][C:39](=[O:40])[O:38][C:35]([CH3:37])([CH3:36])[CH3:34])[CH3:43])[CH2:49][CH2:48]2)=[O:51])[NH:6][C:7]=1[C:8]1[CH:13]=[CH:12][C:11]([NH:14][C:15]([O:16][CH3:17])=[O:18])=[CH:10][CH:9]=1 |f:0.1|. Reactants: Cl.ClC=1N=C(NC1C1=CC=C(C=C1)NC(OC)=O)[C@H]1NC[C@H](C1)C1CCN(CC1)S(=O)(=O)C (methyl [4-(4-chloro-2-{(2S,4R)-4-[1-(methylsulfonyl)-4-piperidinyl]-2-pyrrolidinyl}-1H-imidazol-5-yl)phenyl]carbamate hydrochloride), CC(C)(C)OC(=O)N[C@@H](C)[C@@H]1CC[C@H](CC1)C(=O)O (trans-4-[(1S)-1-({[(2-methyl-2-propanyl)oxy]carbonyl}amino)ethyl]cyclohexanecarboxylic acid). Starting materials: C1CCOC1, C[Si](C)(C)[N-][Si](C)(C)C, C[Si](C)(C)CCOCCl, Fc1ccc(-c2nc[nH]c2-c2ccncc2)cc1, [K+], CN(C)C=O. Product: C[Si](C)(C)CCOCn1cnc(-c2ccc(F)cc2)c1-c1ccncc1. Reaction SMILES: [CH2:43]1[O:44][CH2:45][CH2:46][CH2:47]1.[CH3:19][Si:20]([N-:21][Si:22]([CH3:23])([CH3:24])[CH3:25])([CH3:26])[CH3:27].[CH3:29][Si:30]([CH2:31][CH2:32][O:33][CH2:34][Cl:35])([CH3:36])[CH3:37].[F:1][c:2]1[cH:3][cH:4][c:5](-[c:8]2[n:9][cH:10][nH:11][c:12]2-[c:13]2[cH:14][cH:15][n:16][cH:17][cH:18]2)[cH:6][cH:7]1.[K+:28].[O:38]=[CH:39][N:40]([CH3:41])[CH3:42]>>[F:1][c:2]1[cH:3][cH:4][c:5](-[c:8]2[n:9][cH:10][n:11]([CH2:34][O:33][CH2:32][CH2:31][Si:30]([CH3:29])([CH3:36])[CH3:37])[c:12]2-[c:13]2[cH:14][cH:15][n:16][cH:17][cH:18]2)[cH:6][cH:7]1. Starting materials: C[Si](C)(C)C#C (trimethylsilylacetylene), [OH-].[Na+] (sodium hydroxide), C(C1=CC=CC=C1)OC=1C=C2C=3C(=C(N=CC3NC2=CC1)C=NO)COC (6-benzyloxy-4-methoxymethyl-β-carboline-3-carbaldehyde oxime), BrN1C(CCC1=O)=O (N-bromosuccinimide), ice water. Solvent: C(C)N(CC)CC (triethylamine), CN(C)C=O (DMF). Conditions: time 10 minute. Product: C(C1=CC=CC=C1)OC=1C=C2C=3C(=C(N=CC3NC2=CC1)C1=NOC=C1)COC (6-Benzyloxy-3-(3-isoxazolyl)-4-methoxymethyl-β-carboline). RXN SMILES: [CH2:1]([O:8][C:9]1[CH:10]=[C:11]2[C:19](=[CH:20][CH:21]=1)[NH:18][C:17]1[CH:16]=[N:15][C:14]([CH:22]=[N:23][OH:24])=[C:13]([CH2:25][O:26][CH3:27])[C:12]2=1)[C:2]1[CH:7]=[CH:6][CH:5]=[CH:4][CH:3]=1.BrN1C(=O)C[CH2:31][C:30]1=O.C[Si](C#C)(C)C.[OH-].[Na+]>CN(C=O)C.C(N(CC)CC)C>[CH2:1]([O:8][C:9]1[CH:10]=[C:11]2[C:19](=[CH:20][CH:21]=1)[NH:18][C:17]1[CH:16]=[N:15][C:14]([C:22]3[CH:31]=[CH:30][O:24][N:23]=3)=[C:13]([CH2:25][O:26][CH3:27])[C:12]2=1)[C:2]1[CH:7]=[CH:6][CH:5]=[CH:4][CH:3]=1 |f:3.4|. Reported procedure: 0.55 g (1.5 mmol) of 6-benzyloxy-4-methoxymethyl-β-carboline-3-carbaldehyde oxime is dissolved in 30 ml of dry DMF and combined with 0.3 g (1.7 mmol) of N-bromosuccinimide (dissolved in 5 ml of DMF). The reaction mixture is stirred for 10 minutes at room temperature and then 1.5 eq. of trimethylsilylacetylene and 1 ml of triethylamine are added. After 4 hours of agitation at room temperature, 5 ml of 1-molar sodium hydroxide solution is added and subsequently agitation is continued for another h...